Dataset: the Open Reaction Database (ORD), a public repository of structured organic reaction records. Task: describe an organic reaction: reactants, conditions, products, and yield Reactants: FC1=C(C(=O)N)C(=CC=C1)[N+](=O)[O-] (2-fluoro-6-nitrobenzamide), CC1(C2=C(C(=CC=C2)P(C3=CC=CC=C3)C4=CC=CC=C4)OC5=C(C=CC=C51)P(C6=CC=CC=C6)C7=CC=CC=C7)C (Xantphos), C([O-])([O-])=O.[Cs+].[Cs+] (cesium carbonate), BrC1=CC(=CC=C1)OCC(C(F)(F)F)(F)F (1-bromo-3-(2,2,3,3,3-pentafluoropropoxy)benzene). Reagents/catalysts: C(C)(=O)[O-].[Pd+2].C(C)(=O)[O-] (palladium acetate). Solvent: O1CCOCC1 (dioxane). Conditions: temperature 100 celsius, time 4 hour. The product is FC1=C(C(=O)NC2=CC(=CC=C2)OCC(C(F)(F)F)(F)F)C(=CC=C1)[N+](=O)[O-] (2-fluoro-6-nitro-N-(3-(2,2,3,3,3-pentafluoropropoxy)phenyl)benzamide). The yield is 82.6%. RXN SMILES: [F:1][C:2]1[CH:10]=[CH:9][CH:8]=[C:7]([N+:11]([O-:13])=[O:12])[C:3]=1[C:4]([NH2:6])=[O:5].CC1(C)C2C(=C(P(C3C=CC=CC=3)C3C=CC=CC=3)C=CC=2)OC2C(P(C3C=CC=CC=3)C3C=CC=CC=3)=CC=CC1=2.C(=O)([O-])[O-].[Cs+].[Cs+].Br[C:63]1[CH:68]=[CH:67][CH:66]=[C:65]([O:69][CH2:70][C:71]([F:77])([F:76])[C:72]([F:75])([F:74])[F:73])[CH:64]=1>O1CCOCC1.C([O-])(=O)C.[Pd+2].C([O-])(=O)C>[F:1][C:2]1[CH:10]=[CH:9][CH:8]=[C:7]([N+:11]([O-:13])=[O:12])[C:3]=1[C:4]([NH:6][C:67]1[CH:68]=[CH:63][CH:64]=[C:65]([O:69][CH2:70][C:71]([F:76])([F:77])[C:72]([F:74])([F:75])[F:73])[CH:66]=1)=[O:5] |f:2.3.4,7.8.9|. Reported procedure: Under nitrogen, to 2-fluoro-6-nitrobenzamide (1.15 g, 6.23 mmol, 1.00 equiv) in dioxane (6.2 mL) at 23° C. was added palladium acetate (140 mg, 0.623 mmol, 0.100 equiv), Xantphos (541 mg, 0.935 mmol, 0.150 equiv), cesium carbonate (1.21 g, 8.72 mmol, 1.40 equiv), and 1-bromo-3-(2,2,3,3,3-pentafluoropropoxy)benzene (1.90 g, 6.23 mmol, 1.00 equiv). After stirring for 4 hr at 100° C., the reaction mixture was concentrated in vacuo and the residue was purified by column chromatography eluting with E... The reactants are N1C=NC=C1 (imidazole), [H-].[Na+] (sodium hydride), BrCC1=CC=C(C=CC(=O)OCC)C=C1 (ethyl p-bromomethylcinnamate). Run in C(C)#N (acetonitrile), C(C)#N (acetonitrile). Conditions: time 30 minute. The product is N1C(=NC=C1)CC1=CC=C(C=CC(=O)OCC)C=C1 (ethyl 4-(1-imidazolylmethyl)cinnamate). Isolated yield 69.5%. As a reaction SMILES: [H-].[Na+].[NH:3]1[CH:7]=[CH:6][N:5]=[CH:4]1.Br[CH2:9][C:10]1[CH:22]=[CH:21][C:13]([CH:14]=[CH:15][C:16]([O:18][CH2:19][CH3:20])=[O:17])=[CH:12][CH:11]=1>C(#N)C>[NH:3]1[CH:7]=[CH:6][N:5]=[C:4]1[CH2:9][C:10]1[CH:22]=[CH:21][C:13]([CH:14]=[CH:15][C:16]([O:18][CH2:19][CH3:20])=[O:17])=[CH:12][CH:11]=1 |f:0.1|. Procedure: To a suspension of 0.96 g of 50% sodium hydride in 50 ml of dry acetonitrile was added 1.3 g of imidazole at room temperature, and then the mixture was stirred for 30 min. A solution of 5.38 g of ethyl p-bromomethylcinnamate in 20 ml of dry acetonitrile was added to the mixture at room temperature for 10 min, and then the mixture was stirred at the same temperature for 1 hr. After concentration under reduced pressure, the residue was dissolved in 100 ml of benzene and washed with water and dried... The reactants are COCC[C@@H](OC1=CC=C(C=C1)NC(=O)C1CCN(CC1)S(=O)(=O)C1=CC=C(C=C1)C)C(F)(F)F (1-(Toluene-4-sulfonyl)-piperidine-4-carboxylic acid [4-((R)-3-methoxy-1-trifluoromethyl-propoxy)-phenyl]-amide), COCC[C@@H](OC1=CC=C(C=C1)NC(=O)C1CCN(CC1)S(=O)(=O)C1=CC=C(C=C1)C)C(F)(F)F (1-(Toluene-4-sulfonyl)-piperidine-4-carboxylic acid [4-((R)-3-methoxy-1-trifluoromethyl-propoxy)-phenyl]-amide), B(Br)(Br)Br (BBr3). Solvent: C(Cl)Cl (methylene chloride). The product is OCC[C@@H](OC1=CC=C(C=C1)NC(=O)C1CCN(CC1)S(=O)(=O)C1=CC=C(C=C1)C)C(F)(F)F (1-(toluene-4-sulfonyl)-piperidine-4-carboxylic acid [4-((R)-3-hydroxy-1-trifluoromethyl-propoxy)-phenyl]-amide). Yield: 71.5%. Reaction SMILES: C[O:2][CH2:3][CH2:4][C@H:5]([C:32]([F:35])([F:34])[F:33])[O:6][C:7]1[CH:12]=[CH:11][C:10]([NH:13][C:14]([CH:16]2[CH2:21][CH2:20][N:19]([S:22]([C:25]3[CH:30]=[CH:29][C:28]([CH3:31])=[CH:27][CH:26]=3)(=[O:24])=[O:23])[CH2:18][CH2:17]2)=[O:15])=[CH:9][CH:8]=1.B(Br)(Br)Br>C(Cl)Cl>[OH:2][CH2:3][CH2:4][C@H:5]([C:32]([F:34])([F:35])[F:33])[O:6][C:7]1[CH:12]=[CH:11][C:10]([NH:13][C:14]([CH:16]2[CH2:21][CH2:20][N:19]([S:22]([C:25]3[CH:26]=[CH:27][C:28]([CH3:31])=[CH:29][CH:30]=3)(=[O:24])=[O:23])[CH2:18][CH2:17]2)=[O:15])=[CH:9][CH:8]=1. Procedure: 1-(Toluene-4-sulfonyl)-piperidine-4-carboxylic acid [4-((R)-3-methoxy-1-trifluoromethyl-propoxy)-phenyl]-amide (0.105 g), product of example 59), in methylene chloride (2 ml) was treated at RT and under an argon atmosphere with BBr3 (0.5 molar, 1 ml) for 2 h. The mixture was then partitioned between diethyl ether and aqueous 1N HCL, the layers were separated, the organic layer was dried over sodium sulphate, and evaporated off to give the desired 1-(toluene-4-sulfonyl)-piperidine-4-carboxylic ac... Reactants: CCOC(C)=O, Cl, [Na+], CC(C)(CC(=O)C(F)(F)F)c1cccc2c1OCC2, [OH-]. The product is CC(C)(CC(=O)O)c1cccc2c1OCC2. As a reaction SMILES: [CH3:23][CH2:24][O:25][C:26](=[O:27])[CH3:28].[ClH:22].[Na+:21].[O:1]1[CH2:2][CH2:3][c:4]2[c:5]1[c:6]([C:10]([CH2:11][C:12]([C:13]([F:14])([F:15])[F:16])=[O:17])([CH3:18])[CH3:19])[cH:7][cH:8][cH:9]2.[OH-:20]>>[O:1]1[CH2:2][CH2:3][c:4]2[c:5]1[c:6]([C:10]([CH2:11][C:12]([OH:17])=[O:20])([CH3:18])[CH3:19])[cH:7][cH:8][cH:9]2.